The task is: describe an organic reaction: reactants, conditions, products, and yield. This data is from the Open Reaction Database (ORD), a public repository of structured organic reaction records. The reactants are Cl.NC1=C(C(=O)OCC)C=CC(=C1)Br (ethyl 2-amino-4-bromobenzoate hydrochloride), [S-]C#N.[NH4+] (ammonium thiocyanate), BrBr (Bromine). Run in C(C)(=O)O (acetic acid). Yields the product NC1=C(C(=O)OCC)C=C(C(=C1)Br)SC#N (ethyl 2-amino-4-bromo-5-thiocyanatobenzoate). As a reaction SMILES: Cl.[NH2:2][C:3]1[CH:13]=[C:12]([Br:14])[CH:11]=[CH:10][C:4]=1[C:5]([O:7][CH2:8][CH3:9])=[O:6].[S-:15][C:16]#[N:17].[NH4+].BrBr>C(O)(=O)C>[NH2:2][C:3]1[CH:13]=[C:12]([Br:14])[C:11]([S:15][C:16]#[N:17])=[CH:10][C:4]=1[C:5]([O:7][CH2:8][CH3:9])=[O:6] |f:0.1,2.3|. Procedure details: In a 100 ml three-neck round bottom flask equipped with an internal thermometer and magnetic stirrer, a solution of 3.26 g (0.0116 mol) of ethyl 2-amino-4-bromobenzoate hydrochloride, 2.12 g (0.0279 mol) of ammonium thiocyanate and 30 ml of acetic acid was cooled to 15° C. Bromine (1.86 g, 0.0116 mol) was then added dropwise with stirring. A precipitate formed. When the addition was complete, the solution was allowed to warm to room temperature, and to stir for an hour. The product was filtered,... Reactants: CC1=CC=C(C=C1)S(=O)(=O)OCCOCCOCCOC (2-[2-(2-Methoxyethoxy)ethoxy]ethyl 4-methylbenzenesulfonate), C1(=CC=CC=C1)COCCOCCOCCOCCOCCOCCO (1-Phenyl-2,5,8,11,14,17-hexaoxanonadecan-19-ol), CC(C)([O-])C.[K+] (potassium tert-butoxide), O (Water). The solvent is O1CCCC1 (tetrahydrofuran), O1CCCC1 (tetrahydrofuran), O1CCCC1 (tetrahydrofuran). Conditions: temperature -20 celsius, time 15 minute. Yields the product C1(=CC=CC=C1)COCCOCCOCCOCCOCCOCCOCCOCCOCCOC (1-Phenyl-2,5,8,11,14,17,20,23,26,29-decaoxatriacontane). The yield is 80.2%. Reaction SMILES: [C:1]1([CH2:7][O:8][CH2:9][CH2:10][O:11][CH2:12][CH2:13][O:14][CH2:15][CH2:16][O:17][CH2:18][CH2:19][O:20][CH2:21][CH2:22][O:23][CH2:24][CH2:25][OH:26])[CH:6]=[CH:5][CH:4]=[CH:3][CH:2]=1.CC(C)([O-])C.[K+].CC1C=CC(S(O[CH2:44][CH2:45][O:46][CH2:47][CH2:48][O:49][CH2:50][CH2:51][O:52][CH3:53])(=O)=O)=CC=1.O>O1CCCC1>[C:1]1([CH2:7][O:8][CH2:9][CH2:10][O:11][CH2:12][CH2:13][O:14][CH2:15][CH2:16][O:17][CH2:18][CH2:19][O:20][CH2:21][CH2:22][O:23][CH2:24][CH2:25][O:26][CH2:44][CH2:45][O:46][CH2:47][CH2:48][O:49][CH2:50][CH2:51][O:52][CH3:53])[CH:6]=[CH:5][CH:4]=[CH:3][CH:2]=1 |f:1.2|. Procedure details: To a stirred solution of the product of step (b) (25 g) in tetrahydrofuran (500 mL) at −20° C. was added a solution of potassium tert-butoxide in tetrahydrofuran (1.61M, 50 mL) over 1 hour, maintaining the temperature at about −20° C. The reaction mixture was stirred for a further 15 minutes then a solution of the product of step (a) (29.7 g) in tetrahydrofuran (100 mL) was added over 90 minutes, maintaining the temperature at about −20° C. After stirring at −20° C. for a further 3 hours, the mi... The reactants are FC1=CC(=C(C=C1C1=CC(=CC(=C1)OC)OC)C=O)[N+](=O)[O-] (6-fluoro-3′,5′-dimethoxy-4-nitrobiphenyl-3-carbaldehyde), C1(=CC=C(C=C1)S(=O)(=O)O)C (4-toluenesulfonic acid), C(CO)O (1,2-ethanediol). Run in C1(=CC=CC=C1)C (toluene), C(C)(=O)OCC (ethyl acetate). Reaction conditions: temperature 130 celsius. The product is FC1=CC(=C(C=C1C1=CC(=CC(=C1)OC)OC)C1OCCO1)[N+](=O)[O-] (2-(6-fluoro-3′,5′-dimethoxy-4-nitrobiphenyl-3-yl)-1,3-dioxolane). The yield is 89.0%. Reaction SMILES: [F:1][C:2]1[C:7]([C:8]2[CH:13]=[C:12]([O:14][CH3:15])[CH:11]=[C:10]([O:16][CH3:17])[CH:9]=2)=[CH:6][C:5]([CH:18]=[O:19])=[C:4]([N+:20]([O-:22])=[O:21])[CH:3]=1.C1(C)C=CC(S(O)(=O)=O)=CC=1.[CH2:34](O)[CH2:35][OH:36]>C1(C)C=CC=CC=1.C(OCC)(=O)C>[F:1][C:2]1[C:7]([C:8]2[CH:13]=[C:12]([O:14][CH3:15])[CH:11]=[C:10]([O:16][CH3:17])[CH:9]=2)=[CH:6][C:5]([CH:18]2[O:36][CH2:35][CH2:34][O:19]2)=[C:4]([N+:20]([O-:22])=[O:21])[CH:3]=1. Procedure details: A mixture of 6-fluoro-3′,5′-dimethoxy-4-nitrobiphenyl-3-carbaldehyde (1.7 g, 5.6 mmol) and 4-toluenesulfonic acid (95.8 mg, 0.6 mmol) in 1,2-ethanediol (4.3 mL) and toluene (60 mL) was heated at 130° C. for 3 hours. After that, the reaction mixture was cooled to room temperature, diluted with ethyl acetate (100 mL), and washed by water (100 mL*3) and brine (100 mL). The combined organic layers were dried over sodium sulfate, filtered and concentrated. The residue was purified by silica gel colum... Reactants: C, C1CCOC1, CCO, CCOC(=O)C(C)c1ccc([N+](=O)[O-])c(O)c1, [Pd]. Yields the product CCOC(=O)C(C)c1ccc(N)c(O)c1. Reaction SMILES: [C:18].[CH2:20]1[O:21][CH2:22][CH2:23][CH2:24]1.[CH3:25][CH2:26][OH:27].[OH:1][c:2]1[cH:3][c:4]([CH:11]([C:12](=[O:13])[O:14][CH2:15][CH3:16])[CH3:17])[cH:5][cH:6][c:7]1[N+:8]([O-:9])=[O:10].[Pd:19]>>[OH:1][c:2]1[cH:3][c:4]([CH:11]([C:12](=[O:13])[O:14][CH2:15][CH3:16])[CH3:17])[cH:5][cH:6][c:7]1[NH2:8]. Starting materials: ClC=1C(=NC=C(C1)[N+](=O)[O-])C(C1=C(C=CC(=C1)Cl)OCOC)C#N (3-chloro-2-(5-chloro-a-cyano-2-methoxymethoxybenzyl)-5-nitropyridine), O (water). The reagents and catalysts are [Fe] (iron). Solvent: C(C)(=O)O (acetic acid). Run at time 2 hour. The product is NC=1C=C(C(=NC1)C(C1=C(C=CC(=C1)Cl)OCOC)C#N)Cl (5-amino-3-chloro-2-(5-chloro-α-cyano-2-methoxymetho-xybenzyl)pyridine). The yield is 90.0%. As a reaction SMILES: [Cl:1][C:2]1[C:3]([CH:11]([C:23]#[N:24])[C:12]2[CH:17]=[C:16]([Cl:18])[CH:15]=[CH:14][C:13]=2[O:19][CH2:20][O:21][CH3:22])=[N:4][CH:5]=[C:6]([N+:8]([O-])=O)[CH:7]=1.O>C(O)(=O)C.[Fe]>[NH2:8][C:6]1[CH:7]=[C:2]([Cl:1])[C:3]([CH:11]([C:23]#[N:24])[C:12]2[CH:17]=[C:16]([Cl:18])[CH:15]=[CH:14][C:13]=2[O:19][CH2:20][O:21][CH3:22])=[N:4][CH:5]=1. Procedure details: In acetic acid (300 ml) was dissolved 3-chloro-2-(5-chloro-a-cyano-2-methoxymethoxybenzyl)-5-nitropyridine (15.0 g). To the solution were added water (10 ml) and powdery iron (11.4 g). The mixture was stirred for 2 hours at room temperature. The solvent was distilled off under reduced pressure. To the residue were added ethyl acetate and an aqueous solution of sodium carbonate. Insolubles were filtered off by using celite. The organic layer was washed with water and a saturated aqueous saline so... Reactants: C(C(C)=C)Cl (methallyl chloride), C1COC2=CC=CC=C2OCCOCCOC3=CC=CC=C3OCCO1 (dibenzo-18-crown-6), [OH-].[K+] (potassium hydroxide), C(C)(=O)C1CC(CCC1)(C)C (1-acetyl-3,3,-dimethylcyclohexane). Solvent: C1(=CC=CC=C1)C (toluene), O (water). Run at temperature 70 celsius. Product: C(C)(=O)C1CC(CCC1)(C)C (1-acetyl-3,3-dimethylcyclohexane), C(C)(=O)C1(CC(CCC1)(C)C)CC(=C)C (1-acetyl-3,3-dimethyl-1-(2-methyl-2-propenyl) cyclohexane). As a reaction SMILES: [OH-].[K+].[C:3]([CH:6]1[CH2:11][CH2:10][CH2:9][C:8]([CH3:13])([CH3:12])[CH2:7]1)(=[O:5])[CH3:4].C1OCCOC2C(=CC=CC=2)OCCOCCOC2C(=CC=CC=2)OC1.[CH2:40](Cl)[C:41](=[CH2:43])[CH3:42]>O.C1(C)C=CC=CC=1>[C:3]([CH:6]1[CH2:11][CH2:10][CH2:9][C:8]([CH3:13])([CH3:12])[CH2:7]1)(=[O:5])[CH3:4].[C:3]([C:6]1([CH2:42][C:41]([CH3:43])=[CH2:40])[CH2:11][CH2:10][CH2:9][C:8]([CH3:13])([CH3:12])[CH2:7]1)(=[O:5])[CH3:4] |f:0.1|. Procedure: A slurry of potassium hydroxide (84 grams, 1.5 moles), 1-acetyl-3,3,-dimethylcyclohexane (156 grams, 1 mole), dibenzo-18-crown-6 (3 grams) having the structure: ##STR19## produced by the Aldrich Chemical Company of Metuchen, New Jersey, and toluene (150 ml) is heated to reflux whereupon the reaction mass thickens. The mass is cooled to 70° C., and methallyl chloride (135 grams, 1.5 moles) is added thereto rendering the reaction mixture more fluid. The reaction mixture is heated at reflux for an ... Starting materials: CC(=O)O[BH-](OC(C)=O)OC(C)=O, COc1ccc2[nH]cc(C3CCC(=O)CC3)c2c1, CC(=O)O, ClCCCl, [Na+], c1cc(N2CCNCC2)c2cc[nH]c2c1. The product is COc1ccc2[nH]cc(C3CCC(N4CCN(c5cccc6[nH]ccc56)CC4)CC3)c2c1. Reaction SMILES: [C:34]([O:35][BH-:36]([O:37][C:38](=[O:39])[CH3:40])[O:41][C:42](=[O:43])[CH3:44])(=[O:45])[CH3:46].[CH3:1][O:2][c:3]1[cH:4][c:5]2[c:6]([CH:12]3[CH2:13][CH2:14][C:15](=[O:18])[CH2:16][CH2:17]3)[cH:7][nH:8][c:9]2[cH:10][cH:11]1.[CH3:48][C:49](=[O:50])[OH:51].[Cl:52][CH2:53][CH2:54][Cl:55].[Na+:47].[nH:19]1[cH:20][cH:21][c:22]2[c:23]([N:28]3[CH2:29][CH2:30][NH:31][CH2:32][CH2:33]3)[cH:24][cH:25][cH:26][c:27]12>>[CH3:1][O:2][c:3]1[cH:4][c:5]2[c:6]([CH:12]3[CH2:13][CH2:14][CH:15]([N:31]4[CH2:30][CH2:29][N:28]([c:23]5[c:22]6[cH:21][cH:20][nH:19][c:27]6[cH:26][cH:25][cH:24]5)[CH2:33][CH2:32]4)[CH2:16][CH2:17]3)[cH:7][nH:8][c:9]2[cH:10][cH:11]1. Starting materials: Cl (hydrochloric acid), C([O-])([O-])=O.[Na+].[Na+] (sodium carbonate), C(C1=CC=CC=C1)(C1=CC=CC=C1)=NC=1C=CC(=C(C1)C1(N=C(CS(CC1)(=O)=O)NC(C1=CC=CC=C1)(C1=CC=C(C=C1)OC)C1=CC=C(C=C1)OC)C(F)F)F ({(RS)-5-[5-(benzhydrylidene-amino)-2-fluoro-phenyl]-5-difluoromethyl-1,1-dioxo-2,5,6,7-tetrahydro-1H-1λ6-[1,4]thiazepin-3-yl}-[bis-(4-methoxy-phenyl)-phenyl-methyl]-amine), FC(C(=O)O)(F)F (trifluoroacetic acid), C(C1=CC=CC=C1)(C1=CC=CC=C1)=N (benzophenonimine). Solvent: O1CCOCC1 (dioxane), ClCCl (dichloromethane). Conditions: time 1 hour. Yields the product NC=1C=CC(=C(C1)C1(N=C(CS(CC1)(=O)=O)N)C(F)F)F ((RS)-5-(5-amino-2-fluoro-phenyl)-5-difluoromethyl-1,1-dioxo-2,5,6,7-tetrahydro-1H-1λ6-[1,4]thiazepin-3-ylamine). Isolated yield 85.2%. RXN SMILES: C(=[N:14][C:15]1[CH:16]=[CH:17][C:18]([F:57])=[C:19]([C:21]2([CH:54]([F:56])[F:55])[CH2:27][CH2:26][S:25](=[O:29])(=[O:28])[CH2:24][C:23]([NH:30]C(C3C=CC(OC)=CC=3)(C3C=CC(OC)=CC=3)C3C=CC=CC=3)=[N:22]2)[CH:20]=1)(C1C=CC=CC=1)C1C=CC=CC=1.FC(F)(F)C(O)=O.C(=N)(C1C=CC=CC=1)C1C=CC=CC=1.Cl.C(=O)([O-])[O-].[Na+].[Na+]>ClCCl.O1CCOCC1>[NH2:14][C:15]1[CH:16]=[CH:17][C:18]([F:57])=[C:19]([C:21]2([CH:54]([F:56])[F:55])[CH2:27][CH2:26][S:25](=[O:29])(=[O:28])[CH2:24][C:23]([NH2:30])=[N:22]2)[CH:20]=1 |f:4.5.6|. Procedure: A solution of {(RS)-5-[5-(benzhydrylidene-amino)-2-fluoro-phenyl]-5-difluoromethyl-1,1-dioxo-2,5,6,7-tetrahydro-1H-1λ6-[1,4]thiazepin-3-yl}-[bis-(4-methoxy-phenyl)-phenyl-methyl]-amine (207 mg, 263 μmol) in dichloromethane (10 ml) was treated with trifluoroacetic acid (1.01 ml, 13.1 mmol). The orange colored solution was stirred at room temperature for 1 hour. In order to cleave the intermediate benzophenonimine, hydrochloric acid (1M, 2.63 ml) and dioxane (10 ml) were added. The mixture was sti...